This data is from the Open Reaction Database (ORD), a public repository of structured organic reaction records. The task is: describe an organic reaction: reactants, conditions, products, and yield The reactants are CCCNC(=S)c1ccc2c(c1)N(C(C)CN1CCCC1)c1ccccc1S2, CC(=O)O, CCOC(C)=O, O. Product: CCCNC(=O)c1ccc2c(c1)N(C(C)CN1CCCC1)c1ccccc1S2. Reaction SMILES: [CH2:1]([CH2:2][CH3:3])[NH:4][C:5](=[S:6])[c:7]1[cH:8][c:9]2[c:18]([cH:19][cH:20]1)[S:17][c:16]1[c:11]([cH:12][cH:13][cH:14][cH:15]1)[N:10]2[CH:21]([CH2:22][N:23]1[CH2:24][CH2:25][CH2:26][CH2:27]1)[CH3:28].[CH3:29][C:30]([OH:31])=[O:32].[CH3:34][CH2:35][O:36][C:37](=[O:38])[CH3:39].[OH2:33]>>[CH2:1]([CH2:2][CH3:3])[NH:4][C:5]([c:7]1[cH:8][c:9]2[c:18]([cH:19][cH:20]1)[S:17][c:16]1[c:11]([cH:12][cH:13][cH:14][cH:15]1)[N:10]2[CH:21]([CH2:22][N:23]1[CH2:24][CH2:25][CH2:26][CH2:27]1)[CH3:28])=[O:31]. Starting materials: C1CCCCC1 (cyclohexane), CC1(OC(=O)CC(=O)O1)C (Meldrum's acid), C1CCC(CC1)N=C=NC2CCCCC2 (DCC), C(C)(C)(C)OC(=O)N1CC(C1)C(=O)O (azetidine-1,3-dicarboxylic acid mono-tert-butyl ester). The reagents and catalysts are CN(C)C=1C=CN=CC1 (DMAP). Run in ClCCl (dichloromethane). Run at time 8 hour. Yields the product C(C)(C)(C)OC(=O)N1CC(C1)C(=O)C1C(OC(OC1=O)(C)C)=O (3-(2,2-Dimethyl-4,6-dioxo-[1,3]dioxane-5-carbonyl)-azetidine-1-carboxylic acid tert-butyl ester), solid. The yield is 100.0%. As a reaction SMILES: [CH3:1][C:2]1([CH3:10])[O:9][C:7](=[O:8])[CH2:6][C:4](=[O:5])[O:3]1.C1CCC(N=C=NC2CCCCC2)CC1.[C:26]([O:30][C:31]([N:33]1[CH2:36][CH:35]([C:37](O)=[O:38])[CH2:34]1)=[O:32])([CH3:29])([CH3:28])[CH3:27].C1CCCCC1>CN(C1C=CN=CC=1)C.ClCCl>[C:26]([O:30][C:31]([N:33]1[CH2:36][CH:35]([C:37]([CH:6]2[C:7](=[O:8])[O:9][C:2]([CH3:10])([CH3:1])[O:3][C:4]2=[O:5])=[O:38])[CH2:34]1)=[O:32])([CH3:29])([CH3:28])[CH3:27]. Reported procedure: Meldrum's acid (0.85 g, 5.97 mmol), DCC (1.22 g, 5.97 mmol), and DMAP (1.45 g, 11.94 mmol) were successively added to a solution of azetidine-1,3-dicarboxylic acid mono-tert-butyl ester (1.2 g, 5.97 mmol) in dichloromethane (25 mL) at room temperature. The reaction mixture was stirred overnight and then diluted by addition of cyclohexane (25 mL). The precipitate of dicyclohexyl urea was then filtered and rinsed with diethyl ether (100 mL). The mother liquors were diluted with DCM (100 mL) and wa... Product: BrC1=CC=CC(=N1)C(C)(C)NC1=C(C=CC=C1CC)CC (N-[1-(6-Bromopyridin-2-yl)-1-methylethyl]-2,6-diethylaniline). Reported procedure: In argon atmosphere, to a mixture of 6.20 g (18.7 mmol) of N-[1-(6-bromopyridin-2-yl)ethylidene]-2,6-diethylaniline in 110 ml of dry toluene cooled to 0° C., a solution of 2.70 g (37.4 mmol) of AlMe3 in 40 ml of dry toluene was added dropwise for 10 min. The reaction mixture was slowly warmed to room temperature, stirred for 25 min at 40° C., and then cooled to 0° C. Further on, 150 ml of 5% KOH was added dropwise by vigorous stirring for 1 h at this temperature. The aqueous layer was separated,... The solvent is C1(=CC=CC=C1)C (toluene), C1(=CC=CC=C1)C (toluene). Run at temperature 0 celsius, time 25 minute. As a reaction SMILES: [Br:1][C:2]1[N:7]=[C:6]([C:8](=[N:10][C:11]2[C:16]([CH2:17][CH3:18])=[CH:15][CH:14]=[CH:13][C:12]=2[CH2:19][CH3:20])[CH3:9])[CH:5]=[CH:4][CH:3]=1.[CH3:21][Al](C)C.[OH-].[K+]>C1(C)C=CC=CC=1>[Br:1][C:2]1[N:7]=[C:6]([C:8]([NH:10][C:11]2[C:16]([CH2:17][CH3:18])=[CH:15][CH:14]=[CH:13][C:12]=2[CH2:19][CH3:20])([CH3:21])[CH3:9])[CH:5]=[CH:4][CH:3]=1 |f:2.3|. Starting materials: C[Al](C)C (AlMe3), BrC1=CC=CC(=N1)C(C)=NC1=C(C=CC=C1CC)CC (N-[1-(6-bromopyridin-2-yl)ethylidene]-2,6-diethylaniline), [OH-].[K+] (KOH). Starting materials: CN, C1CCOC1, O=C1CCC(c2ccc(O)cc2)CC1. Product: CNC1CCC(c2ccc(O)cc2)CC1. As a reaction SMILES: [CH3:15][NH2:16].[O:17]1[CH2:18][CH2:19][CH2:20][CH2:21]1.[OH:1][c:2]1[cH:3][cH:4][c:5]([CH:8]2[CH2:9][CH2:10][C:11](=[O:14])[CH2:12][CH2:13]2)[cH:6][cH:7]1>>[OH:1][c:2]1[cH:3][cH:4][c:5]([CH:8]2[CH2:9][CH2:10][CH:11]([NH:16][CH3:15])[CH2:12][CH2:13]2)[cH:6][cH:7]1. Reactants: CC(C)OC(=O)Cl, Nc1cc(NC(=O)c2c(Cl)cccc2Cl)ccn1, c1ccncc1. The product is CC(C)OC(=O)Nc1cc(NC(=O)c2c(Cl)cccc2Cl)ccn1. RXN SMILES: [Cl:1][C:2](=[O:3])[O:4][CH:5]([CH3:6])[CH3:7].[NH2:8][c:9]1[n:10][cH:11][cH:12][c:13]([NH:15][C:16]([c:17]2[c:18]([Cl:24])[cH:19][cH:20][cH:21][c:22]2[Cl:23])=[O:25])[cH:14]1.[cH:26]1[cH:27][cH:28][n:29][cH:30][cH:31]1>>[C:2](=[O:3])([O:4][CH:5]([CH3:6])[CH3:7])[NH:8][c:9]1[n:10][cH:11][cH:12][c:13]([NH:15][C:16]([c:17]2[c:18]([Cl:24])[cH:19][cH:20][cH:21][c:22]2[Cl:23])=[O:25])[cH:14]1. The reactants are N1=CC=C(C=C1)C=1C2=CC=C(N2)C(=C2C=CC(C(=C3C=CC(=C(C=4C=CC1N4)C4=CC=NC=C4)N3)C3=CC=NC=C3)=N2)C2=CC=NC=C2 (5,10,15,20-tetra(4-pyridyl)-21H,23H-porphine), BrCCCCCC(=O)O (6-bromo-caproic acid). The solvent is C(Cl)(Cl)Cl.CO (chloroform methanol). Yields the product [Br-].C(=O)(O)CCCCC[N+]1=CC=C(C=C1)C=1C2=CC=C(N2)C(=C2C=CC(C(=C3C=CC(=C(C=4C=CC1N4)C4=CC=NC=C4)N3)C3=CC=NC=C3)=N2)C2=CC=NC=C2 (1-(5-carboxypentyl)-4-(10,15,20-tri-4-pyridyl-21H,23H-porphin-5-yl)pyridinium bromide). Yield: 12.7%. RXN SMILES: [N:1]1[CH:6]=[CH:5][C:4]([C:7]2[C:8]3[NH:12][C:11]([C:13]([C:43]4[CH:48]=[CH:47][N:46]=[CH:45][CH:44]=4)=[C:14]4[N:42]=[C:17]([C:18]([C:36]5[CH:41]=[CH:40][N:39]=[CH:38][CH:37]=5)=[C:19]5[NH:35][C:22](=[C:23]([C:29]6[CH:34]=[CH:33][N:32]=[CH:31][CH:30]=6)[C:24]6[CH:25]=[CH:26][C:27]=2[N:28]=6)[CH:21]=[CH:20]5)[CH:16]=[CH:15]4)=[CH:10][CH:9]=3)=[CH:3][CH:2]=1.[Br:49][CH2:50][CH2:51][CH2:52][CH2:53][CH2:54][C:55]([OH:57])=[O:56]>C(Cl)(Cl)Cl.CO>[Br-:49].[C:55]([CH2:54][CH2:53][CH2:52][CH2:51][CH2:50][N+:46]1[CH:45]=[CH:44][C:43]([C:13]2[C:11]3[NH:12][C:8]([C:7]([C:4]4[CH:5]=[CH:6][N:1]=[CH:2][CH:3]=4)=[C:27]4[N:28]=[C:24]([C:23]([C:29]5[CH:30]=[CH:31][N:32]=[CH:33][CH:34]=5)=[C:22]5[NH:35][C:19](=[C:18]([C:36]6[CH:41]=[CH:40][N:39]=[CH:38][CH:37]=6)[C:17]6[CH:16]=[CH:15][C:14]=2[N:42]=6)[CH:20]=[CH:21]5)[CH:25]=[CH:26]4)=[CH:9][CH:10]=3)=[CH:48][CH:47]=1)([OH:57])=[O:56] |f:2.3,4.5|. Procedure: 180 mg of 5,10,15,20-tetra(4-pyridyl)-21H,23H-porphine are dissolved in 70 ml of chloroform/methanol (9:1), treated with 585 mg of 6-bromo-caproic acid and subsequently heated at reflux for 20 hours. The solution is then concentrated in vacuo to 5 to 10 ml and the product is precipitated by the addition of 250 ml of ether. The product is added to a 15 cm long silica column, whereupon the elution is carried out with 500 ml of chloroform/methanol (9:1), the starting zone is removed from the column...